From a dataset of the Open Reaction Database (ORD), a public repository of structured organic reaction records. describe an organic reaction: reactants, conditions, products, and yield The reactants are Cl.NC1=[N+](C(=CC(=C1)Cl)C)[O-] (2-amino-4-chloro-6-methylpyridine-1-oxide hydrochloride), N1CCOCC1 (morpholine). Solvent: O (water). Conditions: temperature 180 celsius. Yields the product NC1=[N+](C(=CC(=C1)N1CCOCC1)C)[O-] (2-amino-6-methyl-4-morpholinopyridine-1-oxide). The yield is 27.0%. Reaction SMILES: Cl.[NH2:2][C:3]1[CH:8]=[C:7](Cl)[CH:6]=[C:5]([CH3:10])[N+:4]=1[O-:11].[NH:12]1[CH2:17][CH2:16][O:15][CH2:14][CH2:13]1>O>[NH2:2][C:3]1[CH:8]=[C:7]([N:12]2[CH2:17][CH2:16][O:15][CH2:14][CH2:13]2)[CH:6]=[C:5]([CH3:10])[N+:4]=1[O-:11] |f:0.1|. Reported procedure: A quantity (4.88 g., 0.025 mole) of 2-amino-4-chloro-6-methylpyridine-1-oxide hydrochloride (prepared in Part B, Example 1, above) with 20.0 ml. morpholine, and 20.0 ml. water was sealed in a reinforced bottle and heated in an oil bath at the temperature 180° C. for 6 hrs. The aqueous reaction mixture was cooled to 25° C. and then reheated to effect removal of excess morpholine and about one-half the water was removed by evaporation. This concentrate was then diluted with 50 ml. water and extrac... Reactants: O(C1=CC=CC=C1)C1=CC=C(C=C1)S (4-Phenoxythiophenol), C(=O)(O)C=C1CCN(CC1)C(=O)OCC1=CC=CC=C1 (4-carboxymethylene-N-CBZ-piperidine), N1CCCCC1 (piperidine). Product: O(C1=CC=CC=C1)C1=CC=C(C=C1)SC1(CCN(CC1)C(=O)OCC1=CC=CC=C1)CC(=O)O (2-[4-(4-phenoxyphenylthio)-N-CBZ-piperidin-4-yl]-acetic acid). As a reaction SMILES: [O:1]([C:8]1[CH:13]=[CH:12][C:11]([SH:14])=[CH:10][CH:9]=1)[C:2]1[CH:7]=[CH:6][CH:5]=[CH:4][CH:3]=1.[C:15]([CH:18]=[C:19]1[CH2:24][CH2:23][N:22]([C:25]([O:27][CH2:28][C:29]2[CH:34]=[CH:33][CH:32]=[CH:31][CH:30]=2)=[O:26])[CH2:21][CH2:20]1)([OH:17])=[O:16].N1CCCCC1>>[O:1]([C:8]1[CH:13]=[CH:12][C:11]([S:14][C:19]2([CH2:18][C:15]([OH:17])=[O:16])[CH2:24][CH2:23][N:22]([C:25]([O:27][CH2:28][C:29]3[CH:34]=[CH:33][CH:32]=[CH:31][CH:30]=3)=[O:26])[CH2:21][CH2:20]2)=[CH:10][CH:9]=1)[C:2]1[CH:7]=[CH:6][CH:5]=[CH:4][CH:3]=1. Reported procedure: 4-Phenoxythiophenol (7.4 g, 36.3 mmol), 4-carboxymethylene-N-CBZ-piperidine (10 g, 36.3 mmol) and piperidine (1.8 ml, 36.3 mmol) were stirred overnight at 100-110° C. in a sealed flask. After cooling, the crude reaction mixture was partitioned between ethyl acetate and 1N hydrochloric acid, the organic layer was washed with brine, dried over magnesium sulfate, filtered, and concentrated in vacuo to give a yellow solid. The solid was triturated in 1:1 (v/v) ethyl ether/hexane (500 ml) to give 2-[... The reactants are [NH2-].[Li+] (lithium amide), liquid, N (ammonia), O1C(=CC=C1)C(CC#C)OC (4-(2-furyl)-4-methoxy-1-butyne), BrCCCCl (1-bromo-3-chloropropane), N (ammonia). Run in O1CCCC1 (tetrahydrofuran), O1CCCC1 (tetrahydrofuran). Product: ClCCCC#CCC(OC)C=1OC=CC1 (7-Chloro-1-(2-furyl)-1-methoxy-3-heptyne). Yield: 67.8%. Reaction SMILES: [NH2-].[Li+].N.[O:4]1[CH:8]=[CH:7][CH:6]=[C:5]1[CH:9]([O:13][CH3:14])[CH2:10][C:11]#[CH:12].Br[CH2:16][CH2:17][CH2:18][Cl:19]>O1CCCC1>[Cl:19][CH2:18][CH2:17][CH2:16][C:12]#[C:11][CH2:10][CH:9]([C:5]1[O:4][CH:8]=[CH:7][CH:6]=1)[O:13][CH3:14] |f:0.1|. Procedure details: To a stirred mixture of 0.51 g of lithium amide and 25 ml of liquid ammonia was added a solution of 3.0 g of 4-(2-furyl)-4-methoxy-1-butyne in 2.5 ml of tetrahydrofuran. The mixture was stirred under reflux for 30 minutes and then treated with a solution of 3.94 g of 1-bromo-3-chloropropane in 5 ml of tetrahydrofuran. This mixture was stirred under reflux for one hour, then the ammonia was allowed to evaporate and the residue partitioned with ether and water. The ether layer was separated and ev...